Dataset: the Open Reaction Database (ORD), a public repository of structured organic reaction records. Task: describe an organic reaction: reactants, conditions, products, and yield Reactants: BrC=1C(NC=C(N1)C1=CC=CC=C1)=O (3-bromo-5-phenylpyrazin-2(1H)-one), C(C1=CC=CC=C1)Br (benzyl bromide). The reagents and catalysts are C([O-])([O-])=O.[Ag+2] (silver carbonate). Run in C1(=CC=CC=C1)C (toluene). The product is C(C1=CC=CC=C1)OC1=NC=C(N=C1Br)C1=CC=CC=C1 (2-(benzyloxy)-3-bromo-5-phenylpyrazine). As a reaction SMILES: [Br:1][C:2]1[C:3](=[O:14])[NH:4][CH:5]=[C:6]([C:8]2[CH:13]=[CH:12][CH:11]=[CH:10][CH:9]=2)[N:7]=1.[CH2:15](Br)[C:16]1[CH:21]=[CH:20][CH:19]=[CH:18][CH:17]=1>C(=O)([O-])[O-].[Ag+2].C1(C)C=CC=CC=1>[CH2:15]([O:14][C:3]1[C:2]([Br:1])=[N:7][C:6]([C:8]2[CH:13]=[CH:12][CH:11]=[CH:10][CH:9]=2)=[CH:5][N:4]=1)[C:16]1[CH:21]=[CH:20][CH:19]=[CH:18][CH:17]=1 |f:2.3|. Procedure details: A mixture of 3-bromo-5-phenylpyrazin-2(1H)-one (0.16 g), silver carbonate (0.18 g), benzyl bromide (0.080 mL) and toluene (6.0 mL) was heated under reflux for 3 hr. The reaction mixture was cooled to room temperature, filtered through celite, and the filtrate was concentrated under reduced pressure. The residue was purified by silica gel column chromatography (ethyl acetate/hexane) to give the title compound (0.21 g).